Dataset: the Open Reaction Database (ORD), a public repository of structured organic reaction records. Task: describe an organic reaction: reactants, conditions, products, and yield The reactants are CCO, CC(=O)Nc1cccc2c(Cl)cccc12, [Na+], [OH-]. Yields the product Nc1cccc2c(Cl)cccc12. RXN SMILES: [CH3:18][CH2:19][OH:20].[NH:1]([C:2]([CH3:3])=[O:4])[c:5]1[cH:6][cH:7][cH:8][c:9]2[c:10]([Cl:15])[cH:11][cH:12][cH:13][c:14]12.[Na+:17].[OH-:16]>>[NH2:1][c:5]1[cH:6][cH:7][cH:8][c:9]2[c:10]([Cl:15])[cH:11][cH:12][cH:13][c:14]12. Product: OC1=C2C(=C3N(C4=CC=CC=C4SC3=C1)C(=O)OC(C)Cl)C=CC=C2 (5-hydroxy-12-(α-chloroethoxycarbonyl)-12H-benzo[a]phenothiazine). Solvent: O1CCCC1 (tetrahydrofuran). Reactants: OC1=C2C(=C3NC4=CC=CC=C4SC3=C1)C=CC=C2 (5-hydroxy-12H-benzo[a]phenothiazine), ClC(=O)OC(C)Cl (α-chloroethyl chloroformate). Isolated yield 57.1%. Reported procedure: A mixture of 5-hydroxy-12H-benzo[a]phenothiazine (5 g) and α-chloroethyl chloroformate (10 g) in tetrahydrofuran (20 ml) was refluxed for 9 hours, then the volatile components were evaporated away and the residue chromatographed on a column of silica gel, eluting with a 1:9 ethyl acetate-hexane mixture to afford the title compound (4 g) as an oil. RXN SMILES: [OH:1][C:2]1[CH:15]=[C:14]2[C:5]([NH:6][C:7]3[C:12]([S:13]2)=[CH:11][CH:10]=[CH:9][CH:8]=3)=[C:4]2[CH:16]=[CH:17][CH:18]=[CH:19][C:3]=12.Cl[C:21]([O:23][CH:24]([Cl:26])[CH3:25])=[O:22]>O1CCCC1>[OH:1][C:2]1[CH:15]=[C:14]2[C:5]([N:6]([C:21]([O:23][CH:24]([Cl:26])[CH3:25])=[O:22])[C:7]3[C:12]([S:13]2)=[CH:11][CH:10]=[CH:9][CH:8]=3)=[C:4]2[CH:16]=[CH:17][CH:18]=[CH:19][C:3]=12.